Dataset: the Open Reaction Database (ORD), a public repository of structured organic reaction records. Task: describe an organic reaction: reactants, conditions, products, and yield Starting materials: ClCCCCBr, O=c1cc(O)c2ccccc2[nH]1. Product: O=c1cc(O)c2ccccc2n1CCCCCl. Reaction SMILES: [Br:13][CH2:14][CH2:15][CH2:16][CH2:17][Cl:18].[OH:1][c:2]1[cH:3][c:4](=[O:12])[nH:5][c:6]2[cH:7][cH:8][cH:9][cH:10][c:11]12>>[OH:1][c:2]1[cH:3][c:4](=[O:12])[n:5]([CH2:14][CH2:15][CH2:16][CH2:17][Cl:18])[c:6]2[cH:7][cH:8][cH:9][cH:10][c:11]12. Starting materials: amine, solution, Cl (hydrogen chloride), ClC1=CC(=C(C#N)C=C1)O[C@H](CCCI)C1=CC=CC=C1 (4-Chloro-2-[[(1R)-4-iodo-1-phenylbutyl]oxy]benzonitrile), C(C)NCCO (2-(ethylamino)ethanol). Run in C(C)OCC.ClCCl (diethyl ether dichloromethane), C(C)OCC (diethyl ether), O1CCCC1 (tetrahydrofuran). The product is Cl.ClC1=CC(=C(C#N)C=C1)O[C@H](CCCN(CCO)CC)C1=CC=CC=C1 (4-Chloro-2-[[(1R)-4-[ethyl(2-hydroxyethyl)amino]-1-phenylbutyl]oxy]-benzonitrile hydrochloride). Yield: 65.4%. RXN SMILES: [Cl:1][C:2]1[CH:9]=[CH:8][C:5]([C:6]#[N:7])=[C:4]([O:10][C@@H:11]([C:16]2[CH:21]=[CH:20][CH:19]=[CH:18][CH:17]=2)[CH2:12][CH2:13][CH2:14]I)[CH:3]=1.[CH2:22]([NH:24][CH2:25][CH2:26][OH:27])[CH3:23].Cl>O1CCCC1.C(OCC)C.ClCCl.C(OCC)C>[ClH:1].[Cl:1][C:2]1[CH:9]=[CH:8][C:5]([C:6]#[N:7])=[C:4]([O:10][C@@H:11]([C:16]2[CH:21]=[CH:20][CH:19]=[CH:18][CH:17]=2)[CH2:12][CH2:13][CH2:14][N:24]([CH2:22][CH3:23])[CH2:25][CH2:26][OH:27])[CH:3]=1 |f:4.5,7.8|. Reported procedure: A solution of the product from Example 1 step (c) (200 mg) and 2-(ethylamino)ethanol (163 mg, 0.14 ml) in tetrahydrofuran (5 ml) was stirred for 2 days. The solvent was removed in vacuo and the residue dissolved in water and aqueous potassium carbonate and extracted with ethyl acetate (three times). The combined organic extracts were washed with water, dried (Na2SO4) and evaporated to give an oil. To a solution of this amine in diethyl ether-dichloromethane was added a 1M solution of hydrogen ch... Reactants: CC(C)(Oc1ccc(Sc2ccc(Cl)cc2)cc1)C(=O)O, O=S(Cl)Cl, c1ccccc1. The product is CC(C)(Oc1ccc(Sc2ccc(Cl)cc2)cc1)C(=O)Cl. Reaction SMILES: [Cl:1][c:2]1[cH:3][cH:4][c:5]([S:8][c:9]2[cH:10][cH:11][c:12]([O:13][C:14]([C:15](=[O:16])[OH:17])([CH3:18])[CH3:19])[cH:20][cH:21]2)[cH:6][cH:7]1.[S:22]([Cl:23])([Cl:24])=[O:25].[cH:26]1[cH:27][cH:28][cH:29][cH:30][cH:31]1>>[Cl:1][c:2]1[cH:3][cH:4][c:5]([S:8][c:9]2[cH:10][cH:11][c:12]([O:13][C:14]([C:15](=[O:16])[Cl:24])([CH3:18])[CH3:19])[cH:20][cH:21]2)[cH:6][cH:7]1. Reactants: NS(=O)(=O)c1cccc(Nc2ncc3c(n2)-c2cc(Br)sc2CC3)c1, O=C([O-])[O-], COCCOC, CCO, [Na+], [Na+], O, OB(O)c1ccccc1, c1ccc(P(c2ccccc2)(c2ccccc2)[Pd](P(c2ccccc2)(c2ccccc2)c2ccccc2)(P(c2ccccc2)(c2ccccc2)c2ccccc2)P(c2ccccc2)(c2ccccc2)c2ccccc2)cc1. Yields the product NS(=O)(=O)c1cccc(Nc2ncc3c(n2)-c2cc(-c4ccccc4)sc2CC3)c1. RXN SMILES: [Br:1][c:2]1[cH:3][c:4]2[c:5]([s:25]1)[CH2:6][CH2:7][c:8]1[cH:9][n:10][c:11]([NH:14][c:15]3[cH:16][c:17]([S:21](=[O:22])(=[O:23])[NH2:24])[cH:18][cH:19][cH:20]3)[n:12][c:13]1-2.[C:35](=[O:36])([O-:37])[O-:38].[CH3:122][O:123][CH2:124][CH2:125][O:126][CH3:127].[CH3:41][CH2:42][OH:43].[Na+:39].[Na+:40].[OH2:44].[c:26]1([B:32]([OH:33])[OH:34])[cH:27][cH:28][cH:29][cH:30][cH:31]1.[cH:45]1[cH:46][cH:47][c:48]([P:49]([Pd:50]([P:51]([c:52]2[cH:53][cH:54][cH:55][cH:56][cH:57]2)([c:58]2[cH:59][cH:60][cH:61][cH:62][cH:63]2)[c:64]2[cH:65][cH:66][cH:67][cH:68][cH:69]2)([P:70]([c:71]2[cH:72][cH:73][cH:74][cH:75][cH:76]2)([c:77]2[cH:78][cH:79][cH:80][cH:81][cH:82]2)[c:83]2[cH:84][cH:85][cH:86][cH:87][cH:88]2)[P:89]([c:90]2[cH:91][cH:92][cH:93][cH:94][cH:95]2)([c:96]2[cH:97][cH:98][cH:99][cH:100][cH:101]2)[c:102]2[cH:103][cH:104][cH:105][cH:106][cH:107]2)([c:108]2[cH:109][cH:110][cH:111][cH:112][cH:113]2)[c:114]2[cH:115][cH:116][cH:117][cH:118][cH:119]2)[cH:120][cH:121]1>>[c:2]1(-[c:26]2[cH:27][cH:28][cH:29][cH:30][cH:31]2)[cH:3][c:4]2[c:5]([s:25]1)[CH2:6][CH2:7][c:8]1[cH:9][n:10][c:11]([NH:14][c:15]3[cH:16][c:17]([S:21](=[O:22])(=[O:23])[NH2:24])[cH:18][cH:19][cH:20]3)[n:12][c:13]1-2. Reactants: CC(C)(C)NC(=O)C1CCCCC1CC(O)C(Cc1ccccc1)NC(=O)C(N)CC(N)=O, C1CCOC1, O=C(O)c1ccc2ccccc2n1. Yields the product CC(C)(C)NC(=O)C1CCCCC1CC(O)C(Cc1ccccc1)NC(=O)C(CC(N)=O)NC(=O)c1ccc2ccccc2n1. Reaction SMILES: [NH2:1][CH:2]([CH2:3][C:4]([NH2:5])=[O:6])[C:7](=[O:8])[NH:9][CH:10]([CH:11]([CH2:12][CH:13]1[CH:14]([C:19](=[O:20])[NH:21][C:22]([CH3:23])([CH3:24])[CH3:25])[CH2:15][CH2:16][CH2:17][CH2:18]1)[OH:26])[CH2:27][c:28]1[cH:29][cH:30][cH:31][cH:32][cH:33]1.[O:47]1[CH2:48][CH2:49][CH2:50][CH2:51]1.[OH:34][C:35](=[O:36])[c:37]1[cH:38][cH:39][c:40]2[cH:41][cH:42][cH:43][cH:44][c:45]2[n:46]1>>[NH:1]([CH:2]([CH2:3][C:4]([NH2:5])=[O:6])[C:7](=[O:8])[NH:9][CH:10]([CH:11]([CH2:12][CH:13]1[CH:14]([C:19](=[O:20])[NH:21][C:22]([CH3:23])([CH3:24])[CH3:25])[CH2:15][CH2:16][CH2:17][CH2:18]1)[OH:26])[CH2:27][c:28]1[cH:29][cH:30][cH:31][cH:32][cH:33]1)[C:35](=[O:34])[c:37]1[cH:38][cH:39][c:40]2[cH:41][cH:42][cH:43][cH:44][c:45]2[n:46]1. The reactants are CC(C)(C)OC(=O)N1C2CCC(C2)C1CNc1ncc(Br)cn1, Cl, C1COCCO1. As a reaction SMILES: [C:2]([O:3][C:4](=[O:5])[N:9]1[CH:10]2[CH2:11][CH2:12][CH:13]([CH:14]1[CH2:15][NH:16][c:17]1[n:18][cH:19][c:20]([Br:23])[cH:21][n:22]1)[CH2:24]2)([CH3:6])([CH3:7])[CH3:8].[ClH:1].[O:25]1[CH2:26][CH2:27][O:28][CH2:29][CH2:30]1>>[NH:9]1[CH:10]2[CH2:11][CH2:12][CH:13]([CH:14]1[CH2:15][NH:16][c:17]1[n:18][cH:19][c:20]([Br:23])[cH:21][n:22]1)[CH2:24]2. Product: Brc1cnc(NCC2NC3CCC2C3)nc1. Reactants: C(C1=CC=CC=C1)OC=1C=C(OCC[C@@H]2N=C(OC2)N)C=CC1 ((S)-4-[2-(3-benzyloxy-phenoxy)-ethyl]-4,5-dihydro-oxazol-2-ylamine). Reagents/catalysts: [Pd] (palladium on charcoal). Solvent: CO (methanol). Run at time 1 hour. Yields the product NC=1OC[C@@H](N1)CCOC=1C=C(C=CC1)O (3-[2-((S)-2-amino-4,5-dihydro-oxazol-4-yl)-ethoxy]-phenol). Isolated yield 63.2%. Reaction SMILES: C([O:8][C:9]1[CH:10]=[C:11]([CH:21]=[CH:22][CH:23]=1)[O:12][CH2:13][CH2:14][C@H:15]1[CH2:19][O:18][C:17]([NH2:20])=[N:16]1)C1C=CC=CC=1>CO.[Pd]>[NH2:20][C:17]1[O:18][CH2:19][C@H:15]([CH2:14][CH2:13][O:12][C:11]2[CH:10]=[C:9]([OH:8])[CH:23]=[CH:22][CH:21]=2)[N:16]=1. Reported procedure: To a stirred solution of (S)-4-[2-(3-benzyloxy-phenoxy)-ethyl]-4,5-dihydro-oxazol-2-ylamine (0.04 g) at room temperature in methanol (2 ml) under an argon atmosphere was added palladium on charcoal (10%, 15 mg). The mixture was stirred at room temperature under a hydrogen atmosphere for 1 hour. The catalyst was filtered off, the filtrate was concentrated and purified by column chromatography to give 3-[2-((S)-2-amino-4,5-dihydro-oxazol-4-yl)-ethoxy]-phenol (0.018 g) as a light yellow oil. MS (IS... Starting materials: NC=1C=C(C=CC1F)C#CC=1C=NC=C(C#N)C1 (5-(3-amino-4-fluorophenylethynyl)-nicotinonitrile), CS(=O)(=O)Cl (methanesulfonyl chloride). The solvent is N1=CC=CC=C1 (pyridine), O (water), O1CCCC1 (tetrahydrofuran). Conditions: temperature 50 celsius. Yields the product C(#N)C=1C=C(C=NC1)C#CC=1C=CC(=C(C1)N(S(=O)(=O)C)S(=O)(=O)C)F (N-[5-(5-Cyanopyridin-3-ylethynyl)-2-fluorophenyl]-N -methanesulfonyl-methanesulfonamide). The yield is 36.2%. RXN SMILES: [NH2:1][C:2]1[CH:3]=[C:4]([C:9]#[C:10][C:11]2[CH:12]=[N:13][CH:14]=[C:15]([CH:18]=2)[C:16]#[N:17])[CH:5]=[CH:6][C:7]=1[F:8].[CH3:19][S:20](Cl)(=[O:22])=[O:21]>N1C=CC=CC=1.O1CCCC1.O>[C:16]([C:15]1[CH:18]=[C:11]([C:10]#[C:9][C:4]2[CH:5]=[CH:6][C:7]([F:8])=[C:2]([N:1]([S:20]([CH3:19])(=[O:22])=[O:21])[S:20]([CH3:19])(=[O:22])=[O:21])[CH:3]=2)[CH:12]=[N:13][CH:14]=1)#[N:17]. Procedure details: Dissolve 5-(3-amino-4-fluorophenylethynyl)-nicotinonitrile, (prepared as described in EXAMPLE 160), (0.2 g, 0.8 mmol) in anhydrous pyridine. Add a solution of methanesulfonyl chloride (0.2 g, 1.9 mmol) in tetrahydrofuran to the reaction and heat at 50° C. for 16 h. Concentrate and dissolve the crude reaction in ethyl acetate and water. Wash the organic layer with water, an aqueous saturated solution of sodium chloride, dry (potassium carbonate), filter, concentrate and purify (silica gel chromat... Starting materials: Cc1ccccc1, [Cl-], O=C(Cl)CCl, Clc1cccc(Nc2ccccc2)c1. Yields the product O=C(CCl)N(c1ccccc1)c1cccc(Cl)c1. Reaction SMILES: [CH3:21][c:22]1[cH:23][cH:24][cH:25][cH:26][cH:27]1.[Cl-:20].[Cl:15][CH2:16][C:17](=[O:18])[Cl:19].[Cl:1][c:2]1[cH:3][c:4]([NH:8][c:9]2[cH:10][cH:11][cH:12][cH:13][cH:14]2)[cH:5][cH:6][cH:7]1>>[Cl:1][c:2]1[cH:3][c:4]([N:8]([c:9]2[cH:10][cH:11][cH:12][cH:13][cH:14]2)[C:17]([CH2:16][Cl:15])=[O:18])[cH:5][cH:6][cH:7]1. Run at time 1 hour. As a reaction SMILES: [Br:1][C:2]1[C:3]([N:21]2[CH2:26][CH2:25][CH2:24][C@@H:23]([NH:27]C(=O)OC(C)(C)C)[CH2:22]2)=[C:4]2[C:10]([NH:11][C:12](=[O:20])[C:13]3[CH:18]=[CH:17][C:16]([CH3:19])=[N:15][CH:14]=3)=[CH:9][NH:8][C:5]2=[N:6][CH:7]=1.C(O)(C(F)(F)F)=O.C(Cl)[Cl:43]>>[ClH:43].[NH2:27][C@@H:23]1[CH2:24][CH2:25][CH2:26][N:21]([C:3]2[C:2]([Br:1])=[CH:7][N:6]=[C:5]3[NH:8][CH:9]=[C:10]([NH:11][C:12](=[O:20])[C:13]4[CH:18]=[CH:17][C:16]([CH3:19])=[N:15][CH:14]=4)[C:4]=23)[CH2:22]1 |f:3.4|. Reported procedure: (R)-tert-Butyl 1-(5-bromo-3-(6-methylnicotinamido)-1H-pyrrolo[2,3-b]pyridin-4-yl)piperidin-3-ylcarbamate (12 mg, 0.023 mmol) in DCM (3 mL) at room temperature was treated with TFA (1 mL). The reaction was stirred for 1 hour and then concentrated to dryness. The resulting residue was dissolved in a minimal amount of DCM and then added to a stirring solution of 1M HCl in ether. The resulting solid was filtered, washed with ether and dried to give (R)—N-(4-(3-aminopiperidin-1-yl)-5-bromo-1H-pyrrolo... Yield: 33.0%. The reactants are BrC=1C(=C2C(=NC1)NC=C2NC(C2=CN=C(C=C2)C)=O)N2C[C@@H](CCC2)NC(OC(C)(C)C)=O ((R)-tert-Butyl 1-(5-bromo-3-(6-methylnicotinamido)-1H-pyrrolo[2,3-b]pyridin-4-yl)piperidin-3-ylcarbamate), C(=O)(C(F)(F)F)O (TFA), C(Cl)Cl (DCM). Yields the product Cl.N[C@H]1CN(CCC1)C1=C2C(=NC=C1Br)NC=C2NC(C2=CN=C(C=C2)C)=O ((R)—N-(4-(3-aminopiperidin-1-yl)-5-bromo-1H-pyrrolo[2,3-b]pyridin-3-yl)-6-methylnicotinamide hydrochloride).